From a dataset of the Open Reaction Database (ORD), a public repository of structured organic reaction records. describe an organic reaction: reactants, conditions, products, and yield The reactants are O=C1CCC(=O)N1Br, CCCC(C(=O)OC)c1c(C)nc2cc(C(C)(C)C)nn2c1Cl, CCOC(C)=O, ClCCl. The product is CCCC(C(=O)OC)c1c(C)nc2c(Br)c(C(C)(C)C)nn2c1Cl. Reaction SMILES: [Br:24][N:25]1[C:26](=[O:27])[CH2:28][CH2:29][C:30]1=[O:31].[C:1]([CH3:2])([CH3:3])([CH3:4])[c:5]1[n:6][n:7]2[c:8]([n:9][c:10]([CH3:22])[c:11]([CH:14]([C:15](=[O:16])[O:17][CH3:18])[CH2:19][CH2:20][CH3:21])[c:12]2[Cl:13])[cH:23]1.[CH3:35][CH2:36][O:37][C:38](=[O:39])[CH3:40].[Cl:32][CH2:33][Cl:34]>>[C:1]([CH3:2])([CH3:3])([CH3:4])[c:5]1[n:6][n:7]2[c:8]([n:9][c:10]([CH3:22])[c:11]([CH:14]([C:15](=[O:16])[O:17][CH3:18])[CH2:19][CH2:20][CH3:21])[c:12]2[Cl:13])[c:23]1[Br:24]. Reaction SMILES: [CH3:1][O:2][C:3]([CH2:4][CH2:5][c:6]1[c:7]([O:12][CH2:13][CH2:14][CH2:15][CH2:16][C:17]#[C:18][c:19]2[c:20]([CH2:30][CH2:31][CH3:32])[c:21]3[c:22]([cH:28][cH:29]2)[C:23](=[O:27])[CH2:24][CH2:25][O:26]3)[cH:8][cH:9][cH:10][cH:11]1)=[O:33].[CH3:34][OH:35]>>[CH3:1][O:2][C:3]([CH2:4][CH2:5][c:6]1[c:7]([O:12][CH2:13][CH2:14][CH2:15][CH2:16][CH2:17][CH2:18][c:19]2[c:20]([CH2:30][CH2:31][CH3:32])[c:21]3[c:22]([cH:28][cH:29]2)[C:23](=[O:27])[CH2:24][CH2:25][O:26]3)[cH:8][cH:9][cH:10][cH:11]1)=[O:33]. Starting materials: CCCc1c(C#CCCCCOc2ccccc2CCC(=O)OC)ccc2c1OCCC2=O, CO. The product is CCCc1c(CCCCCCOc2ccccc2CCC(=O)OC)ccc2c1OCCC2=O. Starting materials: C(#N)C1=NC=CC=C1 (2-cyanopyridine), C(C)(=S)N (thioacetamide). Run in Cl (HCl). Conditions: time 80 minute. Product: N1=C(C=CC=C1)C(N)=S (pyridine-2-thiocarboxamide). Reaction SMILES: [C:1]([C:3]1[CH:8]=[CH:7][CH:6]=[CH:5][N:4]=1)#[N:2].C(N)(=[S:11])C>Cl>[N:4]1[CH:5]=[CH:6][CH:7]=[CH:8][C:3]=1[C:1](=[S:11])[NH2:2]. Procedure: Adapting the general method of Taylor, a mixture of 2-cyanopyridine (7.28 g, 7.0 mmol) and thioacetamide (10.52 g, 14.0 mmol) was treated with 60 ml of HCl-saturated DMF, and the solution was stirred vigorously in an open flask on an oil bath set initially at 80° C. (the temperature gradually rising to 95° C. over the coarse of the reaction). Taylor, E. C. et al., J. Am. Chem. Soc. 1960, 82, 2656-2657. After 80 minutes (TLC monitoring), the resulting orange suspension was cooled, neutralized wit...